Dataset: the Open Reaction Database (ORD), a public repository of structured organic reaction records. Task: describe an organic reaction: reactants, conditions, products, and yield The product is CC(C(=O)C=1SC(=CC1)C1=CC=C(C=C1)C(=O)N1[C@@H](CCC1)CN1CCCC1)C (2-Methyl-1-{5-[4-(2(S)-pyrrolidin-1-ylmethyl-pyrrolidine-1-carbonyl)-phenyl]-thiophen-2-yl}-propan-1-one). Solvent: CN(C)C=O.ClCCl (DMF dichloromethane). Reported procedure: The title compound is prepared in a manner substantially analogous to General Procedure D in 10 mL 50% DMF/dichloromethane using 4-(5-isobutyryl-thiophen-2-yl)-benzoic acid, lithium salt (96 mg, 0.34 mmol), EDC-HCl (97 mg, 0.51 mmol), HOBt (69 mg, 0.51 mmol), DIEA (0.09 mL, 0.51 mmol) and (S)(+)-1-(2-pyrrolidinylmethyl)pyrrolidine (48 mg, 0.31 mmol) to give the title compound (90 mg, 71% yield). MS (ES+) 411.2 (M+H)+ RXN SMILES: [C:1]([C:6]1[S:10][C:9]([C:11]2[CH:19]=[CH:18][C:14]([C:15]([OH:17])=O)=[CH:13][CH:12]=2)=[CH:8][CH:7]=1)(=[O:5])[CH:2]([CH3:4])[CH3:3].[Li].CCN=C=NCCCN(C)C.Cl.C1C=CC2N(O)N=NC=2C=1.CCN(C(C)C)C(C)C.[NH:52]1[CH2:56][CH2:55][CH2:54][C@H:53]1[CH2:57][N:58]1[CH2:62][CH2:61][CH2:60][CH2:59]1>CN(C=O)C.ClCCl>[CH3:4][CH:2]([CH3:3])[C:1]([C:6]1[S:10][C:9]([C:11]2[CH:12]=[CH:13][C:14]([C:15]([N:52]3[CH2:56][CH2:55][CH2:54][C@H:53]3[CH2:57][N:58]3[CH2:62][CH2:61][CH2:60][CH2:59]3)=[O:17])=[CH:18][CH:19]=2)=[CH:8][CH:7]=1)=[O:5] |f:2.3,7.8,^1:19|. The yield is 71.0%. The reactants are CCN(C(C)C)C(C)C (DIEA), C(C(C)C)(=O)C1=CC=C(S1)C1=CC=C(C(=O)O)C=C1 (4-(5-isobutyryl-thiophen-2-yl)-benzoic acid), C=1C=CC2=C(C1)N=NN2O (HOBt), [Li] (lithium), CCN=C=NCCCN(C)C.Cl (EDC-HCl), N1[C@@H](CCC1)CN1CCCC1 ((S)(+)-1-(2-pyrrolidinylmethyl)pyrrolidine).